This data is from the Open Reaction Database (ORD), a public repository of structured organic reaction records. The task is: describe an organic reaction: reactants, conditions, products, and yield The reactants are OC=1C=C(SC1)C(F)(F)F (4-hydroxy-2-trifluoromethylthiophene), FC1=NC(=CC=C1)F (2,6-difluoropyridine), CN(C)C=O (DMF), C(=O)([O-])[O-].[K+].[K+] (K2CO3). Run in O (water). Reaction conditions: temperature 80 celsius. The product is FC1=NC(=CC=C1)OC=1C=C(SC1)C(F)(F)F (2-fluoro-6-(2-trifluoromethyl-4-thienyloxy)pyridine). Isolated yield 74.3%. As a reaction SMILES: F[C:2]1[CH:7]=[CH:6][CH:5]=[C:4]([F:8])[N:3]=1.CN(C=O)C.C([O-])([O-])=O.[K+].[K+].[OH:20][C:21]1[CH:22]=[C:23]([C:26]([F:29])([F:28])[F:27])[S:24][CH:25]=1>O>[F:8][C:4]1[CH:5]=[CH:6][CH:7]=[C:2]([O:20][C:21]2[CH:22]=[C:23]([C:26]([F:29])([F:28])[F:27])[S:24][CH:25]=2)[N:3]=1 |f:2.3.4|. Reported procedure: 1.00 g of 2,6-difluoropyridine is introduced into 10 ml of DMF under nitrogen and 1.44 g of K2CO3 are added at RT. 1.61 g of 4-hydroxy-2-trifluoromethylthiophene are added and the mixture is heated at 80° C. for 4 h, then cooled to RT and poured into water. After extraction twice with heptane/ethyl acetate (1:1) and twice with ethyl acetate the product is washed with water and saturated sodium chloride solution, dried over MgSO4 and concentrated. Chromatographic purification on silica gel with h... Yields the product CC(C)(C)OC(=O)N1CC(O)CC1C(=O)NC1CCC1. Starting materials: CC(C)(C)OC(=O)N1CC(O)CC1C(=O)O, ClCCCl, NC1CCC1, [Na+], O=C([O-])O, CN(C)C=O. RXN SMILES: [C:1]([CH3:2])([CH3:3])([CH3:4])[O:5][C:6](=[O:7])[N:8]1[CH:9]([C:14](=[O:15])[OH:16])[CH2:10][CH:11]([OH:13])[CH2:12]1.[CH2:22]([Cl:23])[CH2:24][Cl:25].[CH:17]1([NH2:21])[CH2:18][CH2:19][CH2:20]1.[Na+:30].[O-:26][C:27]([OH:28])=[O:29].[O:31]=[CH:32][N:33]([CH3:34])[CH3:35]>>[C:1]([CH3:2])([CH3:3])([CH3:4])[O:5][C:6](=[O:7])[N:8]1[CH:9]([C:14](=[O:16])[NH:21][CH:17]2[CH2:18][CH2:19][CH2:20]2)[CH2:10][CH:11]([OH:13])[CH2:12]1. The reactants are CC(C)(C)OC(=O)N1CCC(O)C1C(=O)O, CC(C)(C)[Si](C)(C)Cl, CO, CN(C)C=O, c1c[nH]cn1. Yields the product CC(C)(C)OC(=O)N1CCC(O[Si](C)(C)C(C)(C)C)C1C(=O)O. Reaction SMILES: [C:1]([CH3:2])([CH3:3])([CH3:4])[O:5][C:6](=[O:7])[N:8]1[CH:9]([C:14](=[O:15])[OH:16])[CH:10]([OH:13])[CH2:11][CH2:12]1.[C:22]([CH3:23])([CH3:24])([CH3:25])[Si:26]([CH3:27])([CH3:28])[Cl:29].[CH3:30][OH:31].[O:32]=[CH:33][N:34]([CH3:35])[CH3:36].[nH:17]1[cH:18][cH:19][n:20][cH:21]1>>[C:1]([CH3:2])([CH3:3])([CH3:4])[O:5][C:6](=[O:7])[N:8]1[CH:9]([C:14](=[O:15])[OH:16])[CH:10]([O:13][Si:26]([C:22]([CH3:23])([CH3:24])[CH3:25])([CH3:27])[CH3:28])[CH2:11][CH2:12]1. Reactants: C1CCOC1, C=Cc1cc(C(=O)OC)cc(C(=O)N(C)CCC)c1, [Li+], [OH-]. Yields the product C=Cc1cc(C(=O)O)cc(C(=O)N(C)CCC)c1. As a reaction SMILES: [CH2:22]1[O:23][CH2:24][CH2:25][CH2:26]1.[CH3:1][O:2][C:3]([c:4]1[cH:5][c:6]([C:7](=[O:8])[N:9]([CH2:10][CH2:11][CH3:12])[CH3:13])[cH:14][c:15]([CH:17]=[CH2:18])[cH:16]1)=[O:19].[Li+:20].[OH-:21]>>[O:2]=[C:3]([c:4]1[cH:5][c:6]([C:7](=[O:8])[N:9]([CH2:10][CH2:11][CH3:12])[CH3:13])[cH:14][c:15]([CH:17]=[CH2:18])[cH:16]1)[OH:19]. Yields the product C(C1=CC=CC=C1)OC1=C(C(N(C=C1)CC1=CC=C(C=C1)CC(=O)O)=O)Br ((4-{[4-(benzyloxy)-3-bromo-2-oxopyridin-1(2H)-yl]methyl}phenyl)acetic acid). RXN SMILES: [Br:1][C:2]1[C:3](=[O:19])[NH:4][C:5](C)=[CH:6][C:7]=1[O:8][CH2:9][C:10]1[CH:15]=[CH:14][C:13](F)=[CH:12][C:11]=1F.Br[CH2:21][C:22]1[CH:27]=[CH:26][C:25]([CH2:28][C:29]([OH:31])=[O:30])=[CH:24][CH:23]=1.C([O-])([O-])=O.[K+].[K+]>CN(C)C=O>[CH2:9]([O:8][C:7]1[CH:6]=[CH:5][N:4]([CH2:21][C:22]2[CH:23]=[CH:24][C:25]([CH2:28][C:29]([OH:31])=[O:30])=[CH:26][CH:27]=2)[C:3](=[O:19])[C:2]=1[Br:1])[C:10]1[CH:11]=[CH:12][CH:13]=[CH:14][CH:15]=1 |f:2.3.4|. Procedure details: 3-bromo-4-[(2,4-difluorobenzyl)oxy]-6-methylpyridin-2(1H)-one(0.5 g, 1.78 mmol) was dissolved in N,N-dimethylformamide (5 mL). 4-(Bromomethyl)phenylacetic acid (0.5 g, 2.14 mmol) was added followed by K2CO3 (0.3 g, 2.14 mmol). The reaction was heated to 80° C. and shaken for 16 hours, then heated to 100° C. and shaken for 16 hours more. The reaction mixture was partitioned between water and ethyl acetate and extracted with ethyl acetate (2×50 mL). The aqueous layer was acidified (pH 2) with 1N H... Conditions: temperature 80 celsius, time 16 hour. Run in CN(C=O)C (N,N-dimethylformamide). Starting materials: BrCC1=CC=C(C=C1)CC(=O)O (4-(Bromomethyl)phenylacetic acid), BrC=1C(NC(=CC1OCC1=C(C=C(C=C1)F)F)C)=O (3-bromo-4-[(2,4-difluorobenzyl)oxy]-6-methylpyridin-2(1H)-one), C(=O)([O-])[O-].[K+].[K+] (K2CO3). The yield is 3.3%. Reactants: Br, Fc1c(F)c(F)c(Br)c(Br)c1F. The product is Fc1cc(Br)c(F)c(F)c1F. RXN SMILES: [Br:1].[Br:2][c:3]1[c:4]([Br:13])[c:5]([F:12])[c:6]([F:11])[c:7]([F:10])[c:8]1[F:9]>>[Br:2][c:3]1[cH:4][c:5]([F:12])[c:6]([F:11])[c:7]([F:10])[c:8]1[F:9]. The reactants are BrC1=CC=C(C(=O)Cl)C=C1 (4-bromo-benzoylchloride), TEA, C(C1=CC=CC=C1)N1C(=NC2=C(C1=O)CCC2)C(CC)NCCN(C)C (3-benzyl-2-(1-{[2-(dimethylamino)ethyl]amino}propyl)-3,5,6,7-tetrahydro-4H-cyclopenta[d]pyrimidin-4-one). Run in C(Cl)Cl (CH2Cl2), C(Cl)Cl (CH2Cl2). Reaction conditions: temperature 25 celsius, time 1 hour. The product is C(C1=CC=CC=C1)N1C(=NC2=C(C1=O)CCC2)C(CC)N(C(C2=CC=C(C=C2)Br)=O)CCN(C)C (N-[1-(3-benzyl-4-oxo-4,5,6,7-tetrahydro-3H-cyclopenta[d]pyrimidin-2-yl) propyl]-4-bromo-N-[2-(dimethylamino)ethyl]benzamide). As a reaction SMILES: [CH2:1]([N:8]1[C:13](=[O:14])[C:12]2[CH2:15][CH2:16][CH2:17][C:11]=2[N:10]=[C:9]1[CH:18]([NH:21][CH2:22][CH2:23][N:24]([CH3:26])[CH3:25])[CH2:19][CH3:20])[C:2]1[CH:7]=[CH:6][CH:5]=[CH:4][CH:3]=1.[Br:27][C:28]1[CH:36]=[CH:35][C:31]([C:32](Cl)=[O:33])=[CH:30][CH:29]=1>C(Cl)Cl>[CH2:1]([N:8]1[C:13](=[O:14])[C:12]2[CH2:15][CH2:16][CH2:17][C:11]=2[N:10]=[C:9]1[CH:18]([N:21]([CH2:22][CH2:23][N:24]([CH3:26])[CH3:25])[C:32](=[O:33])[C:31]1[CH:35]=[CH:36][C:28]([Br:27])=[CH:29][CH:30]=1)[CH2:19][CH3:20])[C:2]1[CH:3]=[CH:4][CH:5]=[CH:6][CH:7]=1. Procedure: 3-benzyl-2-(1-{[2-(dimethylamino)ethyl]amino}propyl)-3,5,6,7-tetrahydro-4H-cyclopenta[d]pyrimidin-4-one (1-4, 0.070 g, 0.20 mmol) was dissolved in CH2Cl2 (1.0 mL) and treated successively with 4-bromo-benzoylchloride (0.052 g, 0.24 mmol) and TEA (0.08 mL, 0.59 mmol). The reaction was stirred at 25° C. for 1 hour. The reaction was diluted with CH2Cl2 (10 mL), washed with 5% NaHCO3 and dried over MgSO4. The organics were concentrated under reduced pressure and subjected to preparative thin layer c... Reactants: COCCOC, CCO, [Cl-], [Na+], Nc1ccc(C2CCC(=O)CC2)cc1, O, [C-]#[N+]CS(=O)(=O)c1ccc(C)cc1. Product: N#CC1CCC(c2ccc(N)cc2)CC1. As a reaction SMILES: [CH3:31][O:32][CH2:33][CH2:34][O:35][CH3:36].[CH3:37][CH2:38][OH:39].[Cl-:30].[Na+:29].[O:1]=[C:2]1[CH2:3][CH2:4][CH:5]([c:8]2[cH:9][cH:10][c:11]([NH2:12])[cH:13][cH:14]2)[CH2:6][CH2:7]1.[OH2:28].[c:15]1([CH3:16])[cH:17][cH:18][c:19]([S:20](=[O:22])(=[O:23])[CH2:24][N+:25]#[C-:21])[cH:26][cH:27]1>>[CH:2]1([C:24]#[N:25])[CH2:3][CH2:4][CH:5]([c:8]2[cH:9][cH:10][c:11]([NH2:12])[cH:13][cH:14]2)[CH2:6][CH2:7]1. The reactants are [N+](=O)([O-])C1=C(C=CC=C1)SC[C@@H](C(=O)O)N1C(C=2C(C1=O)=CC=CC2)=O (3-(o-nitrophenyl)thio-2(R)-phthalimidopropionic acid). Reagents/catalysts: [C].[Pd] (palladium-carbon). Run in CO (methanol). Yields the product NC1=C(C=CC=C1)SC[C@@H](C(=O)O)N1C(C=2C(C1=O)=CC=CC2)=O (3-(o-aminophenyl)thio-2(R)-phthalimidopropionic acid). The yield is 91.4%. RXN SMILES: [N+:1]([C:4]1[CH:9]=[CH:8][CH:7]=[CH:6][C:5]=1[S:10][CH2:11][C@H:12]([N:16]1[C:20](=[O:21])[C:19]2=[CH:22][CH:23]=[CH:24][CH:25]=[C:18]2[C:17]1=[O:26])[C:13]([OH:15])=[O:14])([O-])=O>CO.[C].[Pd]>[NH2:1][C:4]1[CH:9]=[CH:8][CH:7]=[CH:6][C:5]=1[S:10][CH2:11][C@H:12]([N:16]1[C:20](=[O:21])[C:19]2=[CH:22][CH:23]=[CH:24][CH:25]=[C:18]2[C:17]1=[O:26])[C:13]([OH:15])=[O:14] |f:2.3|. Procedure details: In 300 ml of methanol is placed 10 g of 3-(o-nitrophenyl)thio-2(R)-phthalimidopropionic acid, which is catalytically reduced at ordinary temperature under atmospheric pressure, using 5% palladium-carbon as a catalyst. After the calculated amount of hydrogen is absorbed, the catalyst is removed, and the methanol is evaporated off under reduced pressure. Ether and petroleum ether are added to the residue, and the deposited yellowish crystalline powder is collected by filtration to give 8.4 g of 3-...